From a dataset of the Open Reaction Database (ORD), a public repository of structured organic reaction records. describe an organic reaction: reactants, conditions, products, and yield Starting materials: CC(C)CC=O, CC(C)[N-]C(C)C, [Li+], C1CCOC1, O, O=C(O)c1ccsc1. Yields the product CC(C)CC(=O)c1sccc1C(=O)O. As a reaction SMILES: [CH:17]([CH2:18][CH:19]([CH3:20])[CH3:21])=[O:22].[CH:1]([N-:2][CH:3]([CH3:4])[CH3:5])([CH3:6])[CH3:7].[Li+:8].[O:24]1[CH2:25][CH2:26][CH2:27][CH2:28]1.[OH2:23].[s:9]1[cH:10][c:11]([C:14](=[O:15])[OH:16])[cH:12][cH:13]1>>[s:9]1[c:10]([C:17]([CH2:18][CH:19]([CH3:20])[CH3:21])=[O:22])[c:11]([C:14](=[O:15])[OH:16])[cH:12][cH:13]1. Reactants: CC(C)(C=CCC1(C(=O)OCc2ccccc2)CC(=O)O1)OCc1ccccc1, CC[SiH](CC)CC, CC(=O)[O-], CC(=O)[O-], [Pd+2]. The product is CC(C)(C=CCC1(C(=O)O)CC(=O)O1)OCc1ccccc1. As a reaction SMILES: [CH2:1]([c:2]1[cH:3][cH:4][cH:5][cH:6][cH:7]1)[O:8][C:9]([CH:10]=[CH:11][CH2:12][C:13]1([C:18](=[O:19])[O:20][CH2:21][c:22]2[cH:23][cH:24][cH:25][cH:26][cH:27]2)[O:14][C:15](=[O:17])[CH2:16]1)([CH3:28])[CH3:29].[CH2:30]([SiH:31]([CH2:32][CH3:33])[CH2:34][CH3:35])[CH3:36].[O-:38][C:39]([CH3:40])=[O:41].[O-:42][C:43]([CH3:44])=[O:45].[Pd+2:37]>>[CH2:1]([c:2]1[cH:3][cH:4][cH:5][cH:6][cH:7]1)[O:8][C:9]([CH:10]=[CH:11][CH2:12][C:13]1([C:18](=[O:19])[OH:20])[O:14][C:15](=[O:17])[CH2:16]1)([CH3:28])[CH3:29]. Reactants: ClC1=CC=C(C=C1)C1(CCN(CC1)CCC=C1CC2=C(OC3=NC=CC=C31)C=CC=C2OCC(=O)OCC)O (4-(4-Chlorophenyl)-1-[3-(5,11-dihydro-7-ethoxycarbonylmethyloxy[1]benzoxepino[2,3-b]pyridin-5-ylidene)propyl]piperidin-4-ol), ClC1=CC=C(C=C1)C1CCN(CC1)CCC=C1CC2=C(OC3=NC=CC=C31)C=CC=C2OC(C)(C)C(=O)OCC (4-(4-Chlorophenyl)-1-[3-(5,11-dihydro-7-(1-ethoxycarbonyl-1-methylethyl)oxy[1]benzoxepino[2,3-b]pyridin-5-ylidene)propyl]piperidine). Product: C(=O)(O)C(C)(C)OC1=CC=CC2=C1CC(C=1C(=NC=CC1)O2)=CCCN2CCC(CC2)C2=CC=C(C=C2)Cl (1-[3-(7-(1-Carboxy-1-methylethyl)oxy-5,11-dihydro[1]benzoxepino[2,3-b]pyridin-5-ylidene)propyl]-4-(4-chlorophenyl)piperidine). As a reaction SMILES: ClC1C=CC(C2(O)CCN(CCC=C3C4C(=NC=CC=4)OC4C=CC=C(OCC(OCC)=O)C=4C3)CC2)=CC=1.[Cl:40][C:41]1[CH:46]=[CH:45][C:44]([CH:47]2[CH2:52][CH2:51][N:50]([CH2:53][CH2:54][CH:55]=[C:56]3[C:66]4[C:61](=[N:62][CH:63]=[CH:64][CH:65]=4)[O:60][C:59]4[CH:67]=[CH:68][CH:69]=[C:70]([O:71][C:72]([C:75]([O:77]CC)=[O:76])([CH3:74])[CH3:73])[C:58]=4[CH2:57]3)[CH2:49][CH2:48]2)=[CH:43][CH:42]=1>>[C:75]([C:72]([O:71][C:70]1[C:58]2[CH2:57][C:56](=[CH:55][CH2:54][CH2:53][N:50]3[CH2:49][CH2:48][CH:47]([C:44]4[CH:43]=[CH:42][C:41]([Cl:40])=[CH:46][CH:45]=4)[CH2:52][CH2:51]3)[C:66]3[C:61]([O:60][C:59]=2[CH:67]=[CH:68][CH:69]=1)=[N:62][CH:63]=[CH:64][CH:65]=3)([CH3:74])[CH3:73])([OH:77])=[O:76]. Procedure details: The titled compound was prepared by following the procedure of example 133, but replacing the product of example 48 with the product of example 158. Starting materials: C(C)(C)(C)OC(COC=1C=C2C=C(C=NC2=CC1)C(=O)O)=O (6-(2-tert-butoxy-2-oxoethoxy)quinoline-3-carboxylic acid), Cl.C(C)(C)(C)N1N=C2C(CC3(CCNCC3)CC2=C1)=O (2-tert-butyl-4,6-dihydrospiro[indazole-5,4′-piperidin]-7(2H)-one hydrochloride salt). The product is C(C)(C)(C)N1N=C2C(CC3(CCN(CC3)C(=O)C=3C=NC4=CC=C(C=C4C3)OCC(=O)OC(C)(C)C)CC2=C1)=O (tert-butyl 2-(3-(2-tert-butyl-7-oxo-2,4,6,7-tetrahydrospiro[indazole-5,4′-piperidine]-1′-ylcarbonyl)quinolin-6-yloxy)acetate). As a reaction SMILES: [C:1]([O:5][C:6](=[O:22])[CH2:7][O:8][C:9]1[CH:10]=[C:11]2[C:16](=[CH:17][CH:18]=1)[N:15]=[CH:14][C:13]([C:19]([OH:21])=O)=[CH:12]2)([CH3:4])([CH3:3])[CH3:2].Cl.[C:24]([N:28]1[CH:41]=[C:40]2[C:30]([C:31](=[O:42])[CH2:32][C:33]3([CH2:39]2)[CH2:38][CH2:37][NH:36][CH2:35][CH2:34]3)=[N:29]1)([CH3:27])([CH3:26])[CH3:25]>>[C:24]([N:28]1[CH:41]=[C:40]2[C:30]([C:31](=[O:42])[CH2:32][C:33]3([CH2:39]2)[CH2:38][CH2:37][N:36]([C:19]([C:13]2[CH:14]=[N:15][C:16]4[C:11]([CH:12]=2)=[CH:10][C:9]([O:8][CH2:7][C:6]([O:5][C:1]([CH3:2])([CH3:3])[CH3:4])=[O:22])=[CH:18][CH:17]=4)=[O:21])[CH2:35][CH2:34]3)=[N:29]1)([CH3:27])([CH3:25])[CH3:26] |f:1.2|. Reported procedure: The title compound was prepared by a method analogous to that described for Example 3, using 6-(2-tert-butoxy-2-oxoethoxy)quinoline-3-carboxylic acid and 2-tert-butyl-4,6-dihydrospiro[indazole-5,4′-piperidin]-7(2H)-one hydrochloride salt. +ESI (M+H) 547.3; 1H NMR (400 MHz, CDCl3, δ): 8.77 (d, J=2.0 Hz, 1 H), 8.10 (d, J=1.6 Hz, 1 H), 8.06 (d, J=9.2 Hz, 1 H), 7.50 (dd, J=9.3, 2.8 Hz, 1 H), 7.41 (s, 1 H), 7.02 (d, J=2.7 Hz, 1 H), 4.64 (s, 2 H),3.68-3.93 (m, 2 H), 3.41-3.51 (m, 2 H), 2.78 (s, 2 H), ... Starting materials: CS(C)=O, CCN(C(C)C)C(C)C, Fc1ccccc1-c1csc(N2CCNCC2)n1, O, O=C(Nc1cccnn1)OCC(Cl)(Cl)Cl. Yields the product O=C(Nc1cccnn1)N1CCN(c2nc(-c3ccccc3F)cs2)CC1. As a reaction SMILES: [CH3:44][S:45]([CH3:46])=[O:47].[CH:34]([N:35]([CH:36]([CH3:37])[CH3:38])[CH2:39][CH3:40])([CH3:41])[CH3:42].[F:16][c:17]1[c:18](-[c:23]2[n:24][c:25]([N:28]3[CH2:29][CH2:30][NH:31][CH2:32][CH2:33]3)[s:26][cH:27]2)[cH:19][cH:20][cH:21][cH:22]1.[OH2:43].[n:1]1[n:2][c:3]([NH:7][C:8]([O:9][CH2:10][C:11]([Cl:12])([Cl:13])[Cl:14])=[O:15])[cH:4][cH:5][cH:6]1>>[n:1]1[n:2][c:3]([NH:7][C:8](=[O:15])[N:31]2[CH2:30][CH2:29][N:28]([c:25]3[n:24][c:23](-[c:18]4[c:17]([F:16])[cH:22][cH:21][cH:20][cH:19]4)[cH:27][s:26]3)[CH2:33][CH2:32]2)[cH:4][cH:5][cH:6]1. Reactants: ClCCl, COc1ccc(CO)cc1Cl, O, BrP(Br)Br. Yields the product COc1ccc(CBr)cc1Cl. RXN SMILES: [Cl:17][CH2:18][Cl:19].[Cl:1][c:2]1[cH:3][c:4]([CH2:5][OH:6])[cH:7][cH:8][c:9]1[O:10][CH3:11].[OH2:16].[P:12]([Br:13])([Br:14])[Br:15]>>[Cl:1][c:2]1[cH:3][c:4]([CH2:5][Br:13])[cH:7][cH:8][c:9]1[O:10][CH3:11]. Starting materials: C(C1=CC=CC=C1)OC1=C(C(=C(C(=C1F)F)[N+](=O)[O-])F)F (1-benzyloxy-4-nitro-2,3,5,6-tetra-fluorobenzene), Example 4, C(C=C)[O-].[Na+] (sodium prop-2-enolate). Solvent: C(C)#N (acetonitrile). Run at time 1 hour. Product: C(C1=CC=CC=C1)OC1=C(C(=C(C(=C1F)F)[N+](=O)[O-])OCC=C)F (1-benzyloxy-3-(prop-2-enyloxy)-4-nitro-2,5,6-trifluorobenzene). Reaction SMILES: [CH2:1]([O:8][C:9]1[C:14]([F:15])=[C:13](F)[C:12]([N+:17]([O-:19])=[O:18])=[C:11]([F:20])[C:10]=1[F:21])[C:2]1[CH:7]=[CH:6][CH:5]=[CH:4][CH:3]=1.[CH2:22]([O-:25])[CH:23]=[CH2:24].[Na+]>C(#N)C>[CH2:1]([O:8][C:9]1[C:10]([F:21])=[C:11]([F:20])[C:12]([N+:17]([O-:19])=[O:18])=[C:13]([O:25][CH2:22][CH:23]=[CH2:24])[C:14]=1[F:15])[C:2]1[CH:3]=[CH:4][CH:5]=[CH:6][CH:7]=1 |f:1.2|. Procedure: 30.1 g of the 1-benzyloxy-4-nitro-2,3,5,6-tetra-fluorobenzene prepared as described in Example 4 (0.1 mol) are dissolved in 250 ml of dry acetonitrile in a three-neck flask fitted with reflux condenser and stirrer, and 8 g of sodium prop-2-enolate (0.1 mol) are added in portions to the solution. The reaction mixture is stirred at room temperature for 1 hour and then refluxed for 24 hours. The reaction solution is then filtered via a fluted filter, and the crude product is extracted by shaking wi... Reactants: CCNc1cc(C(=O)OC)cc(C(F)(F)F)c1, CCO, [Na+], [OH-]. Yields the product CCNc1cc(C(=O)O)cc(C(F)(F)F)c1. RXN SMILES: [CH3:1][O:2][C:3]([c:4]1[cH:5][c:6]([NH:14][CH2:15][CH3:16])[cH:7][c:8]([C:10]([F:11])([F:12])[F:13])[cH:9]1)=[O:17].[CH3:20][CH2:21][OH:22].[Na+:19].[OH-:18]>>[O:2]=[C:3]([c:4]1[cH:5][c:6]([NH:14][CH2:15][CH3:16])[cH:7][c:8]([C:10]([F:11])([F:12])[F:13])[cH:9]1)[OH:17]. The reactants are CC(=O)O (AcOH), C(C=C)OC(C[C@@H]([C@@H](CC1=CC=CC=C1)NC([C@@H](CSC(C1=CC=CC=C1)(C1=CC=CC=C1)C1=CC=CC=C1)NC([C@@H](C)NC(C[C@@H](\C=C\CCSC(C1=CC=CC=C1)(C1=CC=CC=C1)C1=CC=CC=C1)O)=O)=O)=O)O)=O ((3S,4R)-3-hydroxy-4{(S)-2-[(R)-2-((E)-(S)-3-hydroxy-7-tritylsulfanyl-hept-4-enoylamino)-propionylamino]-3-tritylsulfanyl-propionylamino}-5-phenyl-pentanoic acid allyl ester), N1CCOCC1 (morpholine). Reagents/catalysts: C=1C=CC(=CC1)[P](C=2C=CC=CC2)(C=3C=CC=CC3)[Pd]([P](C=4C=CC=CC4)(C=5C=CC=CC5)C=6C=CC=CC6)([P](C=7C=CC=CC7)(C=8C=CC=CC8)C=9C=CC=CC9)[P](C=1C=CC=CC1)(C=1C=CC=CC1)C=1C=CC=CC1 (Pd(PPh3)4). Solvent: CO (methanol). Run at time 3 hour. The product is O[C@@H](CC(=O)O)[C@@H](CC1=CC=CC=C1)NC([C@@H](CSC(C1=CC=CC=C1)(C1=CC=CC=C1)C1=CC=CC=C1)NC([C@@H](C)NC(C[C@@H](\C=C\CCSC(C1=CC=CC=C1)(C1=CC=CC=C1)C1=CC=CC=C1)O)=O)=O)=O ((3S,4R)-3-hydroxy-4{(S)-2-[(R)-2-((E)-(S)-3-hydroxy-7-tritylsulfanyl-hept-4-enoylamino)-propionylamino]-3-tritylsulfanyl-propionylamino}-5-phenyl-pentanoic acid). The yield is 81.8%. As a reaction SMILES: C([O:4][C:5](=[O:77])[CH2:6][C@H:7]([OH:76])[C@H:8]([NH:16][C:17](=[O:75])[C@H:18]([NH:40][C:41](=[O:74])[C@H:42]([NH:44][C:45](=[O:73])[CH2:46][C@H:47]([OH:72])/[CH:48]=[CH:49]/[CH2:50][CH2:51][S:52][C:53]([C:66]1[CH:71]=[CH:70][CH:69]=[CH:68][CH:67]=1)([C:60]1[CH:65]=[CH:64][CH:63]=[CH:62][CH:61]=1)[C:54]1[CH:59]=[CH:58][CH:57]=[CH:56][CH:55]=1)[CH3:43])[CH2:19][S:20][C:21]([C:34]1[CH:39]=[CH:38][CH:37]=[CH:36][CH:35]=1)([C:28]1[CH:33]=[CH:32][CH:31]=[CH:30][CH:29]=1)[C:22]1[CH:27]=[CH:26][CH:25]=[CH:24][CH:23]=1)[CH2:9][C:10]1[CH:15]=[CH:14][CH:13]=[CH:12][CH:11]=1)C=C.N1CCOCC1.CC(O)=O>CO.C1C=CC([P]([Pd]([P](C2C=CC=CC=2)(C2C=CC=CC=2)C2C=CC=CC=2)([P](C2C=CC=CC=2)(C2C=CC=CC=2)C2C=CC=CC=2)[P](C2C=CC=CC=2)(C2C=CC=CC=2)C2C=CC=CC=2)(C2C=CC=CC=2)C2C=CC=CC=2)=CC=1>[OH:76][C@H:7]([C@H:8]([NH:16][C:17](=[O:75])[C@H:18]([NH:40][C:41](=[O:74])[C@H:42]([NH:44][C:45](=[O:73])[CH2:46][C@H:47]([OH:72])/[CH:48]=[CH:49]/[CH2:50][CH2:51][S:52][C:53]([C:66]1[CH:71]=[CH:70][CH:69]=[CH:68][CH:67]=1)([C:60]1[CH:65]=[CH:64][CH:63]=[CH:62][CH:61]=1)[C:54]1[CH:55]=[CH:56][CH:57]=[CH:58][CH:59]=1)[CH3:43])[CH2:19][S:20][C:21]([C:22]1[CH:23]=[CH:24][CH:25]=[CH:26][CH:27]=1)([C:28]1[CH:33]=[CH:32][CH:31]=[CH:30][CH:29]=1)[C:34]1[CH:39]=[CH:38][CH:37]=[CH:36][CH:35]=1)[CH2:9][C:10]1[CH:15]=[CH:14][CH:13]=[CH:12][CH:11]=1)[CH2:6][C:5]([OH:77])=[O:4] |^1:93,95,114,133|. Reported procedure: To a solution of 4D (170 mg, 0.159 mmol), Pd(PPh3)4 (9 mg, 0.008 mmol) in dry methanol (6 mL) under argon was added morpholine (28 μL, 0.32 mmol) which was allowed to stir for 3 h. The reaction mixture was concentrated in vacuo, CH2Cl2 (20 mL) was then added before washing with 1M HCl (15 mL), sat. sodium hydrogen carbonate (15 mL), sat. brine (15 mL), dried over MgSO4 and concentrated in vacuo. Purification was then carried out by column chromatography on silica gel (5-8% MeOH/CH2Cl2 then +0.2%...